From a dataset of the Open Reaction Database (ORD), a public repository of structured organic reaction records. describe an organic reaction: reactants, conditions, products, and yield Starting materials: BrC1=CC=C2C=CN=C(C2=C1)Cl (7-Bromo-1-chloroisoquinoline), B(OC(C)C)(OC(C)C)OC(C)C (triisopropyl borate), C(CCC)[Li] (n-butyllithium). Run in C1CCOC1 (THF). Reaction conditions: temperature -20 celsius. Product: ClC1=NC=CC2=CC=C(C=C12)B(O)O (1-Chloroisoquinolin-7-yl boronic acid). The yield is 66.8%. RXN SMILES: Br[C:2]1[CH:11]=[C:10]2[C:5]([CH:6]=[CH:7][N:8]=[C:9]2[Cl:12])=[CH:4][CH:3]=1.[B:13](OC(C)C)([O:18]C(C)C)[O:14]C(C)C.C([Li])CCC>C1COCC1>[Cl:12][C:9]1[C:10]2[C:5](=[CH:4][CH:3]=[C:2]([B:13]([OH:18])[OH:14])[CH:11]=2)[CH:6]=[CH:7][N:8]=1. Procedure details: 7-Bromo-1-chloroisoquinoline (1.38 g, 5.69 mmol) in THF (15 mL) under nitrogen, at −78° C. and triisopropyl borate (2.99 g, 15.93 mmol) added, followed by dropwise addition of n-butyllithium (7.11 mL of 1.6M in hexanes, 11.38 mmol). Allowed reaction mixture to warm to −20° C. over 30 minutes and quenched with 1N HCl (30 mL). Added triethylamine to give pH 7, presorbed solution directly onto silica and flash column chromatography on silica gel to give the product as pale yellow solid (0.78 g, 3.8... Starting materials: C1CCOC1, CC#N, Cc1nccnc1N, O=C(Cl)Oc1ccccc1, c1ccncc1. The product is Cc1nccnc1NC(=O)Oc1ccccc1. Reaction SMILES: [CH2:28]1[O:29][CH2:30][CH2:31][CH2:32]1.[CH3:9][C:10]#[N:11].[NH2:1][c:2]1[n:3][cH:4][cH:5][n:6][c:7]1[CH3:8].[c:18]1([O:24][C:25](=[O:26])[Cl:27])[cH:19][cH:20][cH:21][cH:22][cH:23]1.[cH:12]1[cH:13][cH:14][n:15][cH:16][cH:17]1>>[NH:1]([c:2]1[n:3][cH:4][cH:5][n:6][c:7]1[CH3:8])[C:25]([O:24][c:18]1[cH:19][cH:20][cH:21][cH:22][cH:23]1)=[O:26].